From a dataset of the Open Reaction Database (ORD), a public repository of structured organic reaction records. describe an organic reaction: reactants, conditions, products, and yield The reactants are C(C)(=O)[O-].[NH4+] (Ammonium acetate), CC(CC(CNC(C(C)(CC1=CC=C(C=C1)C1=NC=C(C=C1)F)NC(OCC1=CC=CC=C1)=O)=O)=O)(CC)C (benzyl {2-[(4,4-dimethyl-2-oxohexyl)amino]-1-[4-(5-fluoropyridin-2-yl)benzyl]-1-methyl-2-oxoethyl}carbamate), C([O-])(O)=O.[Na+] (sodium bicarbonate). Solvent: xylenes. Reaction conditions: temperature 160 celsius, time 1 hour. Product: C(C1=CC=CC=C1)OC(NC(CC1=CC=C(C=C1)C1=NC=C(C=C1)F)(C)C=1NC=C(N1)CC(CC)(C)C)=O (benzyl{1-[4-(2,2-dimethylbutyl) -1H-imidazol-2-yl]-2-[4-(5-fluoropyridin-2-yl)phenyl]-1-methylethyl}carbamate). RXN SMILES: C([O-])(=O)C.[NH4+:5].[CH3:6][C:7]([CH3:44])([CH2:42][CH3:43])[CH2:8][C:9](=O)[CH2:10][NH:11][C:12](=O)[C:13]([NH:29][C:30](=[O:39])[O:31][CH2:32][C:33]1[CH:38]=[CH:37][CH:36]=[CH:35][CH:34]=1)([CH2:15][C:16]1[CH:21]=[CH:20][C:19]([C:22]2[CH:27]=[CH:26][C:25]([F:28])=[CH:24][N:23]=2)=[CH:18][CH:17]=1)[CH3:14].C(=O)(O)[O-].[Na+]>>[CH2:32]([O:31][C:30](=[O:39])[NH:29][C:13]([C:12]1[NH:11][CH:10]=[C:9]([CH2:8][C:7]([CH3:6])([CH3:44])[CH2:42][CH3:43])[N:5]=1)([CH3:14])[CH2:15][C:16]1[CH:21]=[CH:20][C:19]([C:22]2[CH:27]=[CH:26][C:25]([F:28])=[CH:24][N:23]=2)=[CH:18][CH:17]=1)[C:33]1[CH:34]=[CH:35][CH:36]=[CH:37][CH:38]=1 |f:0.1,3.4|. Procedure: Ammonium acetate (2.53 g, 32.79 mmol) was added to an ambient temperature solution of benzyl {2-[(4,4-dimethyl-2-oxohexyl)amino]-1-[4-(5-fluoropyridin-2-yl)benzyl]-1-methyl-2-oxoethyl}carbamate (350 mg, 0.66 mmol) in xylenes (minimal volume). After stirring in a sealed tube at 160° C. for 1 hr, the reaction mixture was poured into saturated aqueous sodium bicarbonate and extracted with ethyl acetate. The combined organic extracts were washed with brine, dried (sodium sulfate) and concentrated. H...